This data is from the Open Reaction Database (ORD), a public repository of structured organic reaction records. The task is: describe an organic reaction: reactants, conditions, products, and yield The reactants are N,N'-bis(3,5-diacetylphenyl)(isophthalic acid diamide), CC(=O)C1=CC(=CC=C1)N (3-aminoacetophenone), C(CCCC(=O)Cl)(=O)Cl (glutaryl dichloride). Yields the product C(C)(=O)C=1C=C(C=CC1)NC(CCCC(=O)NC1=CC(=CC=C1)C(C)=O)=O (N,N'-bis(3-acetylphenyl)pentanediamide). Reaction SMILES: [CH3:1][C:2]([C:4]1[CH:9]=[CH:8][CH:7]=[C:6]([NH2:10])[CH:5]=1)=[O:3].[C:11](Cl)(=[O:18])[CH2:12][CH2:13][CH2:14][C:15](Cl)=[O:16]>>[C:2]([C:4]1[CH:5]=[C:6]([NH:10][C:11](=[O:18])[CH2:12][CH2:13][CH2:14][C:15]([NH:10][C:6]2[CH:7]=[CH:8][CH:9]=[C:4]([C:2](=[O:3])[CH3:1])[CH:5]=2)=[O:16])[CH:7]=[CH:8][CH:9]=1)(=[O:3])[CH3:1]. Reported procedure: N,N'-bis(3,5-diacetylphenyl)(isophthalic acid diamide), mp 283°-4° C. Also analogously, N,N'-bis(3-acetylphenyl)pentanediamide, mp 174°-5° C. was prepared from 3-aminoacetophenone and glutaryl dichloride.